From a dataset of the Open Reaction Database (ORD), a public repository of structured organic reaction records. describe an organic reaction: reactants, conditions, products, and yield The reactants are [Li+].[OH-] (LiOH), COC1=C(CN2C[C@@H](CC2=O)C(=O)OC)C=CC(=C1)OC ((R)-methyl 1-(2,4-dimethoxybenzyl)-5-oxopyrrolidine-3-carboxylate). Run in C1CCOC1.O (THF H2O). Run at time 1 hour. Yields the product COC1=C(CN2C[C@@H](CC2=O)C(=O)O)C=CC(=C1)OC ((R)-1-(2,4-dimethoxybenzyl)-5-oxopyrrolidine-3-carboxylic acid). The yield is 90.7%. RXN SMILES: [Li+].[OH-].[CH3:3][O:4][C:5]1[CH:21]=[C:20]([O:22][CH3:23])[CH:19]=[CH:18][C:6]=1[CH2:7][N:8]1[C:12](=[O:13])[CH2:11][C@@H:10]([C:14]([O:16]C)=[O:15])[CH2:9]1>C1COCC1.O>[CH3:3][O:4][C:5]1[CH:21]=[C:20]([O:22][CH3:23])[CH:19]=[CH:18][C:6]=1[CH2:7][N:8]1[C:12](=[O:13])[CH2:11][C@@H:10]([C:14]([OH:16])=[O:15])[CH2:9]1 |f:0.1,3.4|. Procedure details: LiOH (1.36 g, 32.5 mmol) was added to a solution of (R)-methyl 1-(2,4-dimethoxybenzyl)-5-oxopyrrolidine-3-carboxylate (3.18 g, 10.9 mmol) in THF/H2O (1:1, 40 mL) at 0° C. and the reaction mixture was stirred for 1 h. THF was removed and the remaining aqueous solution was washed with diethyl ether (50 mL×2). The aqueous phase was adjusted to pH=5 with 3 N aqueous HCl and the resulting mixture was extracted with DCM (40 ml×3). The combined extracts were washed with water (100 mL×3) and brine (100 ... Reactants: O=C([O-])[O-], COc1ccc(CN2OC(c3cc(Cl)ccc3F)=CC2(C)c2ccccc2)c(OC)c1, ClCCl, [Na+], [Na+], O=C(O)C(F)(F)F. Yields the product CC1(c2ccccc2)C=C(c2cc(Cl)ccc2F)ON1. RXN SMILES: [C:39](=[O:40])([O-:41])[O-:42].[Cl:1][c:2]1[cH:3][cH:4][c:5]([F:31])[c:6]([C:8]2=[CH:9][C:10]([c:24]3[cH:25][cH:26][cH:27][cH:28][cH:29]3)([CH3:30])[N:11]([CH2:13][c:14]3[cH:15][cH:16][c:17]([O:18][CH3:19])[cH:20][c:21]3[O:22][CH3:23])[O:12]2)[cH:7]1.[Cl:45][CH2:46][Cl:47].[Na+:43].[Na+:44].[OH:32][C:33]([C:34]([F:35])([F:36])[F:37])=[O:38]>>[Cl:1][c:2]1[cH:3][cH:4][c:5]([F:31])[c:6]([C:8]2=[CH:9][C:10]([c:24]3[cH:25][cH:26][cH:27][cH:28][cH:29]3)([CH3:30])[NH:11][O:12]2)[cH:7]1. The reactants are N(C(=N)N)C=1SC=C(N1)C1=CC(=CC=C1)N (2-guanidino-4-(3-amino-phenyl)-thiazole), N#CN (cyanamide), C(C)O (ethanol). Conditions: temperature 120 celsius. Product: C(#N)NC=NC1=CC(=CC=C1)C=1N=C(SC1)NC(=N)N (N-Cyano-N'-[3-(2-guanidino-4-thiazolyl)-phenyl]-formamidine). As a reaction SMILES: [NH:1]([C:5]1[S:6][CH:7]=[C:8]([C:10]2[CH:15]=[CH:14][CH:13]=[C:12]([NH2:16])[CH:11]=2)[N:9]=1)[C:2]([NH2:4])=[NH:3].[N:17]#[C:18][NH2:19].[CH2:20](O)C>>[C:18]([NH:19][CH:20]=[N:16][C:12]1[CH:13]=[CH:14][CH:15]=[C:10]([C:8]2[N:9]=[C:5]([NH:1][C:2]([NH2:4])=[NH:3])[S:6][CH:7]=2)[CH:11]=1)#[N:17]. Reported procedure: A mixture of 23.3 gm of 2-guanidino-4-(3-amino-phenyl)-thiazole, 18.5 gm of ethyl ortoformate and 4.2 gm of cyanamide was heated at 120° C. for 15 minutes, cooled to room temperature, treated with ethanol and filtered, yielding 23 gm of the title compound, m.p. 214°-216° C. (dec.). Reactants: CCCC(C)Oc1nc(N)c2nc(OC)n(CCCCCNC3CCOCC3)c2n1, CO, Cl, C1COCCO1. Yields the product CCCC(C)Oc1nc(N)c2[nH]c(=O)n(CCCCCNC3CCOCC3)c2n1. RXN SMILES: [CH3:1][CH:2]([CH2:3][CH2:4][CH3:5])[O:6][c:7]1[n:8][c:9]([NH2:30])[c:10]2[n:11][c:12]([O:28][CH3:29])[n:13]([CH2:16][CH2:17][CH2:18][CH2:19][CH2:20][NH:21][CH:22]3[CH2:23][CH2:24][O:25][CH2:26][CH2:27]3)[c:14]2[n:15]1.[CH3:38][OH:39].[ClH:31].[O:32]1[CH2:33][CH2:34][O:35][CH2:36][CH2:37]1>>[CH3:1][CH:2]([CH2:3][CH2:4][CH3:5])[O:6][c:7]1[n:8][c:9]([NH2:30])[c:10]2[nH:11][c:12](=[O:28])[n:13]([CH2:16][CH2:17][CH2:18][CH2:19][CH2:20][NH:21][CH:22]3[CH2:23][CH2:24][O:25][CH2:26][CH2:27]3)[c:14]2[n:15]1. Starting materials: solid, IC=1C=C(C(=O)O)C=C(C1O)I (3,5-diiodo-4-hydroxybenzoic acid), C1(=CC=CC=C1)CCCCCCCCN (8-phenyloctylamine). RXN SMILES: [I:1][C:2]1[CH:3]=[C:4]([CH:8]=[C:9]([I:12])[C:10]=1[OH:11])[C:5]([OH:7])=O.[C:13]1([CH2:19][CH2:20][CH2:21][CH2:22][CH2:23][CH2:24][CH2:25][CH2:26][NH2:27])[CH:18]=[CH:17][CH:16]=[CH:15][CH:14]=1>>[I:12][C:9]1[CH:8]=[C:4]([C:5](=[O:7])[NH:27][CH2:26][CH2:25][CH2:24][CH2:23][CH2:22][CH2:21][CH2:20][CH2:19][C:13]2[CH:14]=[CH:15][CH:16]=[CH:17][CH:18]=2)[CH:3]=[C:2]([I:1])[C:10]=1[OH:11]. Procedure: The title compound was prepared as a solid (0.718 g, 66%) from 3,5-diiodo-4-hydroxybenzoic acid using 8-phenyloctylamine and a procedure similar to step 2 of Example 93; 1H NMR (DMSO-d6) δ1.17-1.36 (m, 8H), 1.41-1.61 (m, 4H), 2.48-2.60 (m, 2H), 3.20 (dd, J=5.9, 8.8 Hz, 2H), 7.10-7.21 (m, 3H), 7.21-7.30 (m, 2H), 8.21 (s, 2H), 8.40 (t, J=4.4 Hz, 1H), 10.06 (s, 1H); mass spectrum [(+) ESI], m/z 578 (M +H)+. Product: IC1=C(C(=CC(=C1)C(NCCCCCCCCC1=CC=CC=C1)=O)I)O (2,6-Diiodo-4-(8-phenyloctylcarbamoyl)phenol). The reactants are Cc1ccc(-c2nc(COC3CCCC(OCc4cccc(C)c4C(=O)OC(C)(C)C)C3)c(C)o2)cc1, CCCCCCC, O=C(O)C(F)(F)F. Product: Cc1ccc(-c2nc(COC3CCCC(OCc4cccc(C)c4C(=O)O)C3)c(C)o2)cc1. RXN SMILES: [CH3:1][c:2]1[c:3]([C:4](=[O:5])[O:6][C:7]([CH3:8])([CH3:9])[CH3:10])[c:11]([CH2:15][O:16][CH:17]2[CH2:18][CH:19]([O:23][CH2:24][c:25]3[n:26][c:27](-[c:31]4[cH:32][cH:33][c:34]([CH3:37])[cH:35][cH:36]4)[o:28][c:29]3[CH3:30])[CH2:20][CH2:21][CH2:22]2)[cH:12][cH:13][cH:14]1.[CH3:45][CH2:46][CH2:47][CH2:48][CH2:49][CH2:50][CH3:51].[OH:38][C:39]([C:40]([F:41])([F:42])[F:43])=[O:44]>>[CH3:1][c:2]1[c:3]([C:4](=[O:5])[OH:6])[c:11]([CH2:15][O:16][CH:17]2[CH2:18][CH:19]([O:23][CH2:24][c:25]3[n:26][c:27](-[c:31]4[cH:32][cH:33][c:34]([CH3:37])[cH:35][cH:36]4)[o:28][c:29]3[CH3:30])[CH2:20][CH2:21][CH2:22]2)[cH:12][cH:13][cH:14]1. Reactants: O=c1cc(-c2ccccc2)n(-c2ccccc2)c(-c2ccccc2)c1Br, CN1CCCC1=O, O=C([O-])C(F)(F)F, [I-], [Na+], O. Yields the product O=c1cc(-c2ccccc2)n(-c2ccccc2)c(-c2ccccc2)c1C(F)(F)F. RXN SMILES: [Br:8][c:9]1[c:10](-[c:28]2[cH:29][cH:30][cH:31][cH:32][cH:33]2)[n:11](-[c:22]2[cH:23][cH:24][cH:25][cH:26][cH:27]2)[c:12](-[c:16]2[cH:17][cH:18][cH:19][cH:20][cH:21]2)[cH:13][c:14]1=[O:15].[CH3:1][N:2]1[CH2:3][CH2:4][CH2:5][C:6]1=[O:7].[F:34][C:35]([C:36]([O-:37])=[O:38])([F:39])[F:40].[I-:42].[Na+:41].[OH2:43]>>[c:9]1([C:35]([F:34])([F:39])[F:40])[c:10](-[c:28]2[cH:29][cH:30][cH:31][cH:32][cH:33]2)[n:11](-[c:22]2[cH:23][cH:24][cH:25][cH:26][cH:27]2)[c:12](-[c:16]2[cH:17][cH:18][cH:19][cH:20][cH:21]2)[cH:13][c:14]1=[O:15]. Reactants: [Si](C)(C)(C(C)(C)C)OC=1C=CC=C2C=CC(=NC12)C1=NN=C2N1C=CC(=C2)C (8-(tert-butyldimethylsilyloxy)-2-(7-methyl-[1,2,4]triazolo[4,3-a]pyridin-3-yl)quinoline), [F-].C(CCC)[N+](CCCC)(CCCC)CCCC (tetrabutylammonium fluoride). The solvent is [Cl-].[NH4+] (ammonium chloride), O1CCCC1 (tetrahydrofuran). Run at time 6 hour. Yields the product CC1=CC=2N(C=C1)C(=NN2)C2=NC1=C(C=CC=C1C=C2)O (2-(7-methyl-[1,2,4]triazolo[4,3-a]pyridin-3-yl)quinolin-8-ol). Yield: 99.0%. Reaction SMILES: [Si]([O:8][C:9]1[CH:10]=[CH:11][CH:12]=[C:13]2[C:18]=1[N:17]=[C:16]([C:19]1[N:23]3[CH:24]=[CH:25][C:26]([CH3:28])=[CH:27][C:22]3=[N:21][N:20]=1)[CH:15]=[CH:14]2)(C(C)(C)C)(C)C.[F-].C([N+](CCCC)(CCCC)CCCC)CCC>O1CCCC1.[Cl-].[NH4+]>[CH3:28][C:26]1[CH:25]=[CH:24][N:23]2[C:19]([C:16]3[CH:15]=[CH:14][C:13]4[C:18](=[C:9]([OH:8])[CH:10]=[CH:11][CH:12]=4)[N:17]=3)=[N:20][N:21]=[C:22]2[CH:27]=1 |f:1.2,4.5|. Procedure details: To a solution of 8-(tert-butyldimethylsilyloxy)-2-(7-methyl-[1,2,4]triazolo[4,3-a]pyridin-3-yl)quinoline (5.00 g, 12.8 mmol) in tetrahydrofuran (100 mL) at 0° C. was added tetrabutylammonium fluoride (19.2 mL, 1 M in tetrahydrofuran, 19.2 mmol). The reaction was stirred for 6 hours at ambient temperature and then diluted with saturated aqueous ammonium chloride. The mixture was concentrated under reduced pressure, triturated with water, filtered and air-dried to provide 3.50 g (99%) of desired p...